Dataset: the Open Reaction Database (ORD), a public repository of structured organic reaction records. Task: describe an organic reaction: reactants, conditions, products, and yield The reactants are C1(=CC=CC=C1)O (phenol), SCCC(=O)O (3 mercaptopropionic acid), CC1=CC2=CC=C(C=C2C=C1)C (2.6-dimethylnaphthalene), CC(=O)C=1C=CC(=CC1)O (4-hydroxyacetophenone). Reagents/catalysts: reaction solution. Run in C(C)#N (acetonitrile). Conditions: temperature 65 celsius, time 8 hour. Yields the product COC(=O)C1CCOCC1 (THPE). Reaction SMILES: [C:1]1([OH:7])[CH:6]=[CH:5][CH:4]=[CH:3]C=1.SCC[C:11]([OH:13])=[O:12].[CH3:14]C1C=CC2C(=CC=C(C)C=2)C=1.CC(C1C=CC(O)=CC=1)=O>C(#N)C>[CH3:14][O:13][C:11]([CH:5]1[CH2:4][CH2:3][O:7][CH2:1][CH2:6]1)=[O:12]. Procedure details: A mixture of 94 g (1.0 mol) of phenol, 5.31 g (0.0500 mol) of 3 mercaptopropionic acid, 10 g of Lewatit BG ion exchange resin and 1.0 g of 2.6-dimethylnaphthalene (internal standard for liquid chromatography analysis) was heated under a static nitrogen atmosphere to 65° C. in a round bottom flask equipped with a condenser, an internal thermometer and a mechanical stirrer. To this mixture was added 11.35 g (0.08336 mol) of 4-hydroxyacetophenone. The mixture was stirred with heating while samples ... Starting materials: C(=C)N1C(CCC1)=O (N-vinylpyrrolidone), C(C(=C)C)(=O)OCCCC (butyl methacrylate), C(C(C)[*:2])[*:1] (polypropylene), N(=NC(C#N)(C)C)C(C#N)(C)C (azobisisobutyronitrile). Solvent: O (water), O (water). The product is C(C(=C)C)(=O)OCCCC (butyl methacrylate), C(C(=C)C)(=O)OCC=C (allyl methacrylate). As a reaction SMILES: C(N1CCCC1=O)=C.[C:9]([O:14][CH2:15][CH2:16][CH2:17][CH3:18])(=[O:13])[C:10]([CH3:12])=[CH2:11].N(C(C)(C)C#N)=NC(C)(C)C#N>O>[C:9]([O:14][CH2:15][CH2:16][CH2:17][CH3:18])(=[O:13])[C:10]([CH3:12])=[CH2:11].[C:9]([O:14][CH2:15][CH:16]=[CH2:17])(=[O:13])[C:10]([CH3:12])=[CH2:11]. Procedure details: A trimer of butyl methacrylate and allyl methacrylate, which was prepared analogously to the dimer in Example 1, was added to the mixture containing 90 wt.-% N-vinylpyrrolidone and 10 wt.-% butyl methacrylate in the amount of 1 wt.-% on the whole mixture. The mixture was polymerized in a polypropylene mold at 60° C. for 16 h in the presence of 0.4 wt.-% azobisisobutyronitrile. The resulting gel contained, after swelling with water, 72 wt.-% water at G=0.023 MPa.